From a dataset of the Open Reaction Database (ORD), a public repository of structured organic reaction records. describe an organic reaction: reactants, conditions, products, and yield Starting materials: Cc1cccc(Oc2ccc(Cl)cc2C(=O)O)c1, Cl, COC(=O)c1ccc(C(C)N)cc1. Yields the product COC(=O)c1ccc(C(C)NC(=O)c2cc(Cl)ccc2Oc2cccc(C)c2)cc1. Reaction SMILES: [Cl:15][c:16]1[cH:17][cH:18][c:19]([O:25][c:26]2[cH:27][c:28]([CH3:32])[cH:29][cH:30][cH:31]2)[c:20]([C:21](=[O:22])[OH:23])[cH:24]1.[ClH:1].[NH2:2][CH:3]([CH3:4])[c:5]1[cH:6][cH:7][c:8]([C:9](=[O:10])[O:11][CH3:12])[cH:13][cH:14]1>>[NH:2]([CH:3]([CH3:4])[c:5]1[cH:6][cH:7][c:8]([C:9](=[O:10])[O:11][CH3:12])[cH:13][cH:14]1)[C:21]([c:20]1[c:19]([O:25][c:26]2[cH:27][c:28]([CH3:32])[cH:29][cH:30][cH:31]2)[cH:18][cH:17][c:16]([Cl:15])[cH:24]1)=[O:22]. Reactants: C(C1=CC=CC=C1)OC1=CC(=C(C(=O)OC)C=C1)OS(=O)(=O)C(F)(F)F (Methyl 4-(benzyloxy)-2-(trifluoromethylsulfonyloxy)benzoate), CC1(OB(OC1(C)C)C(=C)C)C (4,4,5,5-tetramethyl-2-(prop-1-en-2-yl)-1,3,2-dioxaborolane), COC=1C=CC=C(C1C=2C=CC=CC2P(C3CCCCC3)C4CCCCC4)OC (S-Phos), [O-]P(=O)([O-])[O-].[K+].[K+].[K+] (K3PO4). The reagents and catalysts are CC(=O)[O-].CC(=O)[O-].[Pd+2] (Pd(OAc)2). Solvent: C1CCOC1 (THF), O (H2O). Reaction conditions: temperature 75 celsius, time 24 hour. Product: C(C1=CC=CC=C1)OC1=CC(=C(C(=O)OC)C=C1)C(=C)C (methyl 4-(benzyloxy)-2-(prop-1-en-2-yl)benzoate). As a reaction SMILES: [CH2:1]([O:8][C:9]1[CH:18]=[CH:17][C:12]([C:13]([O:15][CH3:16])=[O:14])=[C:11](OS(C(F)(F)F)(=O)=O)[CH:10]=1)[C:2]1[CH:7]=[CH:6][CH:5]=[CH:4][CH:3]=1.[CH3:27][C:28]1(C)[C:32](C)(C)OB(C(C)=C)O1.COC1C=CC=C(OC)C=1C1C=CC=CC=1P(C1CCCCC1)C1CCCCC1.[O-]P([O-])([O-])=O.[K+].[K+].[K+]>C1COCC1.O.CC([O-])=O.CC([O-])=O.[Pd+2]>[CH2:1]([O:8][C:9]1[CH:18]=[CH:17][C:12]([C:13]([O:15][CH3:16])=[O:14])=[C:11]([C:28]([CH3:32])=[CH2:27])[CH:10]=1)[C:2]1[CH:7]=[CH:6][CH:5]=[CH:4][CH:3]=1 |f:3.4.5.6,9.10.11|. Procedure: Methyl 4-(benzyloxy)-2-(trifluoromethylsulfonyloxy)benzoate (i-1c) (6.8 g, 17.4 mmol), 4,4,5,5-tetramethyl-2-(prop-1-en-2-yl)-1,3,2-dioxaborolane (2.9 g, 17.4 mmol), Pd(OAc)2 (195 mg, 0.87 mmol), S-Phos (71 mg, 0.174 mmol) and K3PO4 (11 g, 52 mmol) were mixed in THF (70 ml). The mixture was stirred at 75° C. for 24 h. The mixture was diluted with H2O, and extracted with EtOAc. The combined organics were dried and concentrated. The residue was purified by flash chromatography (PE/EA=10:1) to affo... Starting materials: O.[OH-].[Li+] (Lithium hydroxide monohydrate), silyl, O1C(CCCC1)OCC#CC=CC#C[Si](C)(C)C (7-(2-tetrahydropyranyloxy)-1-(trimethylsilyl)-3-heptene-1,5-diyne), 1.58h, CCCCCC (hexane). Solvent: CCOCC (ether), O (water), O1CCCC1 (tetrahydrofuran), O (water), CCOCC (ether). Yields the product O1C(CCCC1)OCC#CC=CC#C (7-(2-tetrahydropyranyloxy)-3-heptene-1,5-diyne). Yield: 98.0%. RXN SMILES: O.[OH-].[Li+].[O:4]1[CH2:9][CH2:8][CH2:7][CH2:6][CH:5]1[O:10][CH2:11][C:12]#[C:13][CH:14]=[CH:15][C:16]#[C:17][Si](C)(C)C.CCCCCC>O1CCCC1.O.CCOCC>[O:4]1[CH2:9][CH2:8][CH2:7][CH2:6][CH:5]1[O:10][CH2:11][C:12]#[C:13][CH:14]=[CH:15][C:16]#[CH:17] |f:0.1.2|. Procedure: Lithium hydroxide monohydrate (22.55 g, 0.54 mol) was added in one portion to a solution of 21.62 g (82.38 mmol) silyl diynene (compound N of step (b)) in 240 mL tetrahydrofuran and 40 mL water stirring at 25° C. The reaction was stirred for 1.58h and then diluted with 1:1 ether:hexane and water. The aqueous layer was reextracted with three portions of ether and then the combined organic extracts were dried over anhydrous sodium sulfate. Flash chromatography over silica gel using a gradient of 2... Reactants: C1=CC=CCC1 (1,3-cyclohexadiene), ClC(C(=O)Cl)Cl (dichloroacetyl chloride). The reagents and catalysts are [Zn] (zinc). Run in C(C)(=O)O (acetic acid). Product: C12C=CCCC2C(C1)=O (bicyclo [4,2,0]-oct-2-en-7-one). As a reaction SMILES: [CH:1]1[CH2:6][CH2:5][CH:4]=[CH:3][CH:2]=1.Cl[CH:8](Cl)[C:9](Cl)=[O:10]>[Zn].C(O)(=O)C>[CH:2]12[CH2:8][C:9](=[O:10])[CH:1]1[CH2:6][CH2:5][CH:4]=[CH:3]2. Reported procedure: The starting material is prepared by the treatment of 1,3-cyclohexadiene with dichloroacetyl chloride, followed by dechlorination with zinc and acetic acid of the resulting adduct to give bicyclo [4,2,0]-oct-2-en-7-one. This compound is subjected to Baeyer-Villiger oxidation to give 7-oxabicyclo [4,3,0] non-2-en-8-one which is treated with thallium (III) nitrate under carefully controlled conditions to give 6-formyl-2-oxabicyclo [3,3,0] octane-3-one having properties identical with those reporte...